Task: describe an organic reaction: reactants, conditions, products, and yield. Dataset: the Open Reaction Database (ORD), a public repository of structured organic reaction records Starting materials: C1COCCN1, CC(C)O, CCC1OC(=C2C(=O)Nc3ccccc32)c2cnc(Cl)cc21. Yields the product CCC1OC(=C2C(=O)Nc3ccccc32)c2cnc(N3CCOCC3)cc21. As a reaction SMILES: [CH2:1]1[CH2:2][O:3][CH2:4][CH2:5][NH:6]1.[CH:29]([OH:30])([CH3:31])[CH3:32].[Cl:7][c:8]1[cH:9][c:10]2[c:11]([cH:12][n:13]1)[C:14](=[C:19]1[C:20](=[O:28])[NH:21][c:22]3[cH:23][cH:24][cH:25][cH:26][c:27]31)[O:15][CH:16]2[CH2:17][CH3:18]>>[CH2:1]1[CH2:2][O:3][CH2:4][CH2:5][N:6]1[c:8]1[cH:9][c:10]2[c:11]([cH:12][n:13]1)[C:14](=[C:19]1[C:20](=[O:28])[NH:21][c:22]3[cH:23][cH:24][cH:25][cH:26][c:27]31)[O:15][CH:16]2[CH2:17][CH3:18]. The reactants are isooctadecyl ester, C(CCCCCCC(C)C)O (isodecanol), C(=O)(O)C1=CN=NC=C1C(=O)O (4,5-dicarboxypyridazine). Reagents/catalysts: [Cu] (copper). Product: isodecyl ester, C(=O)(O)C1=CN=NC=C1 (4-carboxypyridazine). Reaction SMILES: C(O)CCCCCCC(C)C.[C:12]([C:15]1[C:20](C(O)=O)=[CH:19][N:18]=[N:17][CH:16]=1)([OH:14])=[O:13]>[Cu]>[C:12]([C:15]1[CH:20]=[CH:19][N:18]=[N:17][CH:16]=1)([OH:14])=[O:13]. Reported procedure: The isodecyl ester of 4-carboxypyridazine was prepared using the general method of Example 17 from isodecanol and 4,5-dicarboxypyridazine. The product has a boiling range of 150°-160° C. at 0.4 mm of mercury pressure. The product was evaluated as an extractant for copper by the procedure of Example 1, and the results are listed in Table 1. The results show that this compound has inferior solubility to the corresponding isooctadecyl ester of Example 17. Reactants: C[Si](C1=CC(=C(C=C1)C(Br)Br)C(Br)Br)(C)C (4-trimethylsilyl-1,2-bisdibromomethylbenzene), substituted naphthoquinone, [I-].[Na+] (sodium iodide), CC(=O)C (acetone). Solvent: C(C)#N (acetonitrile). Product: C[Si](C=1C=C2C=C3C(C=4C=CC=CC4C(C3=CC2=CC1)=O)=O)(C)C (8-Trimethylsilylnaphthacene-5,12-dione). The yield is 79.0%. As a reaction SMILES: [CH3:1][Si:2]([CH3:16])([CH3:15])[C:3]1[CH:8]=[CH:7][C:6]([CH:9](Br)Br)=[C:5]([CH:12](Br)Br)[CH:4]=1.[I-].[Na+].[CH3:19][C:20]([CH3:22])=[O:21]>C(#N)C>[CH3:1][Si:2]([CH3:16])([CH3:15])[C:3]1[CH:4]=[C:5]2[C:6](=[CH:7][CH:8]=1)[CH:9]=[C:22]1[C:19]([C:20](=[O:21])[C:22]3[CH:8]=[CH:3][CH:4]=[CH:5][C:19]=3[C:20]1=[O:21])=[CH:12]2 |f:1.2|. Procedure details: A mixture of 0.1 mol of 4-trimethylsilyl-1,2-bisdibromomethylbenzene, 0.12-0.2 mol of substituted naphthoquinone, 0.6 mol of sodium iodide and 1000 ml of acetone or acetonitrile is boiled under reflux for 5 hours with stirring and under an N2 atomosphere. After cooling, the precipitate which has been deposited is filtered off and digested with water. The filtrate obtained in this way is evaporated to dryness and the residue is dissolved in CH2Cl2, washed with NaHSO3 and dried. The residue is the... Starting materials: C(C1=CC=CC=C1)SC1=NC=CC=C1 (2-(benzylthio)pyridine), C(C1=CC=CC=C1)Br (benzyl bromide). Solvent: CCOCC (ether). Conditions: time 4 day. Product: [Br-].C(C1=CC=CC=C1)[N+]1=C(C=CC=C1)SCC1=CC=CC=C1 (1-Benzyl-2-(benzylthio)pyridinium bromide). The yield is 59.2%. As a reaction SMILES: [CH2:1]([S:8][C:9]1[CH:14]=[CH:13][CH:12]=[CH:11][N:10]=1)[C:2]1[CH:7]=[CH:6][CH:5]=[CH:4][CH:3]=1.[CH2:15]([Br:22])[C:16]1[CH:21]=[CH:20][CH:19]=[CH:18][CH:17]=1>CCOCC>[Br-:22].[CH2:15]([N+:10]1[CH:11]=[CH:12][CH:13]=[CH:14][C:9]=1[S:8][CH2:1][C:2]1[CH:3]=[CH:4][CH:5]=[CH:6][CH:7]=1)[C:16]1[CH:21]=[CH:20][CH:19]=[CH:18][CH:17]=1 |f:3.4|. Procedure details: A mixture of 2-(benzylthio)pyridine (2.01 g) and benzyl bromide (1.71 g) was kept at ambient temperature for 4 days. Trituration at length with ether gave a solid which was removed by filtration and dried to give the title compound (2.2 g) mp 125°-7° C. (Found: C, 61.6; H, 5.2; N, 3.6%. C19H18BrNS requires C, 61.3; H, 4.9; N, 3.8%). Reactants: BrCc1cccc(Br)n1, [C-]#N, [Na+], C1COCCO1, O. Yields the product N#CCc1cccc(Br)n1. Reaction SMILES: [Br:1][c:2]1[cH:3][cH:4][cH:5][c:6]([CH2:8][Br:9])[n:7]1.[C-:10]#[N:11].[Na+:12].[O:13]1[CH2:14][CH2:15][O:16][CH2:17][CH2:18]1.[OH2:19]>>[Br:1][c:2]1[cH:3][cH:4][cH:5][c:6]([CH2:8][C:10]#[N:11])[n:7]1. Reactants: CC(N)(CNC(=O)C[C@H]1CC[C@]2(OOC3(O2)C4CC5CC3CC(C4)C5)CC1)C (trioxolane), C=CC(O)(C)CCC=C(C)C (linalool). Product: O1OOCC1.C=CC(O)(C)CCC=C(C)C (Linalool Trioxolane). As a reaction SMILES: CC(C)(CNC(C[C@@H]1CC[C@]2(O[C:15]3([CH:21]4CC5CC(C4)CC3C5)[O:14][O:13]2)CC1)=O)N.[CH2:29]=[CH:30][C:31]([CH2:34][CH2:35][CH:36]=[C:37]([CH3:39])[CH3:38])([CH3:33])[OH:32]>>[O:32]1[CH2:21][CH2:15][O:14][O:13]1.[CH2:29]=[CH:30][C:31]([CH2:34][CH2:35][CH:36]=[C:37]([CH3:39])[CH3:38])([CH3:33])[OH:32] |f:2.3|. Reported procedure: A culture of E.coli was harvested with sterile saline using swabs. The number of Colony Forming Units (CFUs) per ml in the suspension was determined by Standard Plate Count Method. A working suspension of E. coli with approximately 1.0×107CFUs/ 0.1 ml was then prepared. Four aliquots of 1 ml of test ointment containing 1.0% trioxolane or diperoxide derivative of linalool were removed and place in separate sterile screw-capped tubes. Each sample was inoculated with 0.1 ml of the working suspensio...